This data is from the Open Reaction Database (ORD), a public repository of structured organic reaction records. The task is: describe an organic reaction: reactants, conditions, products, and yield Starting materials: FC1=CC=C(C=C1)C1=C(C=C(S1)C(=O)O)C1=CC=C(C=C1)[N+](=O)[O-] (5-(4-fluorophenyl)-4-(4-nitrophenyl)thiophene-2-carboxylic acid). Reagents/catalysts: [Cu] (copper). Run in N1=CC=CC2=CC=CC=C12 (quinoline), C(C)(=O)OCC (ethyl acetate). The product is FC1=CC=C(C=C1)C=1SC=CC1C1=CC=C(C=C1)[N+](=O)[O-] (2-(4-fluorophenyl)-3-(4-nitrophenyl)thiophene). Isolated yield 57.4%. Reaction SMILES: [F:1][C:2]1[CH:7]=[CH:6][C:5]([C:8]2[S:12][C:11](C(O)=O)=[CH:10][C:9]=2[C:16]2[CH:21]=[CH:20][C:19]([N+:22]([O-:24])=[O:23])=[CH:18][CH:17]=2)=[CH:4][CH:3]=1>N1C2C(=CC=CC=2)C=CC=1.C(OCC)(=O)C.[Cu]>[F:1][C:2]1[CH:3]=[CH:4][C:5]([C:8]2[S:12][CH:11]=[CH:10][C:9]=2[C:16]2[CH:21]=[CH:20][C:19]([N+:22]([O-:24])=[O:23])=[CH:18][CH:17]=2)=[CH:6][CH:7]=1. Reported procedure: A mixture of 5-(4-fluorophenyl)-4-(4-nitrophenyl)thiophene-2-carboxylic acid (7.6 g) and copper powder (1.6 g) in quinoline (12 ml) was stirred and refluxed for 7 hours. The reaction mixture was diluted with ethyl acetate and filtered. The filtrate was washed with water, brine, dilute hydrochloric acid and brine, successively, dried and evaporated. The residue (7.3 g) was purified by column chromatography on silica gel (80 g) eluting with a mixture of hexane and toluene (2:1) to give yellow oran... Reactants: C(C)(C)C1=C(C(=O)OC)C=CC(=C1)C (methyl 2-isopropyl-4-methylbenzoate), C(C)(C)C1=C(C(=O)OC)C=CC(=C1)C (methyl 2-isopropyl-4-methylbenzoate), [I-] (Iodide), I(=O)(=O)(=O)[O-].[Na+] (sodium periodate), S(O)(O)(=O)=O (sulfuric acid). Solvent: C(C)(=O)O (acetic acid). Run at temperature 100 celsius, time 8 hour. Product: IC=1C(=CC(=C(C(=O)OC)C1)C(C)C)C (Methyl 5-iodo-2-isopropyl-4-methylbenzoate). As a reaction SMILES: [CH:1]([C:4]1[CH:13]=[C:12]([CH3:14])[CH:11]=[CH:10][C:5]=1[C:6]([O:8][CH3:9])=[O:7])([CH3:3])[CH3:2].[I-].[I:16]([O-])(=O)(=O)=O.[Na+].S(=O)(=O)(O)O>C(O)(=O)C>[I:16][C:11]1[C:12]([CH3:14])=[CH:13][C:4]([CH:1]([CH3:3])[CH3:2])=[C:5]([CH:10]=1)[C:6]([O:8][CH3:9])=[O:7] |f:2.3|. Procedure details: To a round-bottom flask, was added a solution of methyl 2-isopropyl-4-methylbenzoate (compound 196.1, 6.50 g, 33.8 mmol, 1.00 equiv) in acetic acid (60 mL). Iodide (9.50 g, 37.4 mmol, 1.10 equiv), sodium periodate (3.60 g, 16.8 mmol, 0.50 equiv), and sulfuric acid (0.500 g, 0.15 equiv) were added to the reaction mixture. The resulting solution was stirred overnight at 100° C. After cooling to room temperature, the reaction was quenched with Na2S2O3 (aq., sat.). The mixture extracted with 3×100 m... Procedure details: A solution of tert-butyl (Z)-4-[4-(6-methoxy-3-oxo-2,3-dihydrobenzofuran-7-yl)but-3-enyl]piperazine1-carboxylate (0.0562 g, 0.139 mmol) in methanol (5 mL) was added with 1H-indazole-3-carboxaldehyde (0.0203 g, 0.139 mmol) and piperidine (7 drops), and the mixture was stirred at 60° C. for 2 hours. The reaction mixture was concentrated, and then the residue was purified by silica gel column chromatography (chloroform/methanol) to obtain tert-butyl 4-((Z)-4-{(Z)-2-[(1H-indazol-3-yl)methylene]-6-me... As a reaction SMILES: [CH3:1][O:2][C:3]1[CH:12]=[CH:11][C:6]2[C:7](=[O:10])[CH2:8][O:9][C:5]=2[C:4]=1/[CH:13]=[CH:14]\[CH2:15][CH2:16][N:17]1[CH2:22][CH2:21][N:20]([C:23]([O:25][C:26]([CH3:29])([CH3:28])[CH3:27])=[O:24])[CH2:19][CH2:18]1.[NH:30]1[C:38]2[C:33](=[CH:34][CH:35]=[CH:36][CH:37]=2)[C:32]([CH:39]=O)=[N:31]1>CO.N1CCCCC1>[NH:30]1[C:38]2[C:33](=[CH:34][CH:35]=[CH:36][CH:37]=2)[C:32](/[CH:39]=[C:8]2\[O:9][C:5]3[C:4](/[CH:13]=[CH:14]\[CH2:15][CH2:16][N:17]4[CH2:22][CH2:21][N:20]([C:23]([O:25][C:26]([CH3:29])([CH3:28])[CH3:27])=[O:24])[CH2:19][CH2:18]4)=[C:3]([O:2][CH3:1])[CH:12]=[CH:11][C:6]=3[C:7]\2=[O:10])=[N:31]1. Conditions: temperature 60 celsius, time 2 hour. The solvent is CO (methanol). Isolated yield 91.1%. Product: N1N=C(C2=CC=CC=C12)\C=C\1/OC2=C(C1=O)C=CC(=C2\C=C/CCN2CCN(CC2)C(=O)OC(C)(C)C)OC (tert-butyl 4-((Z)-4-{(Z)-2-[(1H-indazol-3-yl)methylene]-6-methoxy-3-oxo-2,3-dihydrobenzofuran-7-yl}but-3-enyl)piperazine-1-carboxylate). Reagents/catalysts: N1CCCCC1 (piperidine). Reactants: COC1=C(C2=C(C(CO2)=O)C=C1)\C=C/CCN1CCN(CC1)C(=O)OC(C)(C)C (tert-butyl (Z)-4-[4-(6-methoxy-3-oxo-2,3-dihydrobenzofuran-7-yl)but-3-enyl]piperazine1-carboxylate), N1N=C(C2=CC=CC=C12)C=O (1H-indazole-3-carboxaldehyde). The reactants are NC=1C=C2C=CN(C2=CC1)C1=CC=C(C(=O)O)C=C1 (4-(5-amino-1H-indol-1-yl)benzoic acid), C1(CC1)N (cyclopropaneamine), CN1CCN(CC1)C1=CC=C(C(=O)O)C=C1 (4-(4-methylpiperazin-1-yl)benzoic acid). Product: C1(CC1)NC(C1=CC=C(C=C1)N1C=CC2=CC(=CC=C12)NC(C1=CC=C(C=C1)N1CCN(CC1)C)=O)=O (N-Cyclopropyl-4-(5-(4-(4-methylpiperazin-1-yl)benzamido)-1H-indol-1-yl)benzamide). RXN SMILES: [NH2:1][C:2]1[CH:3]=[C:4]2[C:8](=[CH:9][CH:10]=1)[N:7]([C:11]1[CH:19]=[CH:18][C:14]([C:15](O)=[O:16])=[CH:13][CH:12]=1)[CH:6]=[CH:5]2.[CH:20]1([NH2:23])[CH2:22][CH2:21]1.[CH3:24][N:25]1[CH2:30][CH2:29][N:28]([C:31]2[CH:39]=[CH:38][C:34]([C:35](O)=[O:36])=[CH:33][CH:32]=2)[CH2:27][CH2:26]1>>[CH:20]1([NH:23][C:15](=[O:16])[C:14]2[CH:18]=[CH:19][C:11]([N:7]3[C:8]4[C:4](=[CH:3][C:2]([NH:1][C:35](=[O:36])[C:34]5[CH:33]=[CH:32][C:31]([N:28]6[CH2:27][CH2:26][N:25]([CH3:24])[CH2:30][CH2:29]6)=[CH:39][CH:38]=5)=[CH:10][CH:9]=4)[CH:5]=[CH:6]3)=[CH:12][CH:13]=2)[CH2:22][CH2:21]1. Procedure details: Compound 961 was prepared according to the procedure described in Scheme IV from 4-(5-amino-1H-indol-1-yl)benzoic acid, cyclopropaneamine, and 4-(4-methylpiperazin-1-yl)benzoic acid. [M+H]+ calcd for C30H31N5O2: 494.25; found 494.06.